Dataset: the Open Reaction Database (ORD), a public repository of structured organic reaction records. Task: describe an organic reaction: reactants, conditions, products, and yield Reactants: BrC=1C=CC(=NC1)C=O (5-Bromo-pyridin-2-carbaldehyde), C(CC(=O)O)(=O)O (malonic acid), N1CCCCC1 (piperidine). As a reaction SMILES: [Br:1][C:2]1[CH:3]=[CH:4][C:5]([CH:8]=O)=[N:6][CH:7]=1.C(O)(=O)[CH2:11][C:12]([OH:14])=[O:13].N1CCCCC1>N1C=CC=CC=1>[Br:1][C:2]1[CH:3]=[CH:4][C:5]([CH:8]=[CH:11][C:12]([OH:14])=[O:13])=[N:6][CH:7]=1. Yields the product BrC=1C=CC(=NC1)C=CC(=O)O (3-(5-bromo-pyridin-2-yl)-acrylic acid). Run at temperature 100 celsius, time 1 hour. Solvent: N1=CC=CC=C1 (pyridine). Yield: 53.8%. Procedure: 5-Bromo-pyridin-2-carbaldehyde (2.0 g, 10.6 mmol), malonic acid (2.5 g, 24.2 mmol), and piperidine (0.9 mL, 9.0 mmol) were added to pyridine (6.5 mL). The reaction mixture was stirred at 100° C. for 1 hour and then concentrated under reduced pressure. Distilled water was added to the reaction mixture, which was then filtered. The resulting solid was dried under reduced pressure to give 1.3 g of the titled compound as a brown solid. Reactants: Cc1ccc(S(=O)(=O)OCc2noc(C(CCCC3CCCCC3)CC(=O)OC(C)(C)C)n2)cc1, C1CCOC1, CCOC(C)=O, N. Product: CC(C)(C)OC(=O)CC(CCCC1CCCCC1)c1nc(CN)no1. RXN SMILES: [C:1]([CH3:2])([CH3:3])([CH3:4])[O:5][C:6]([CH2:7][CH:8]([CH2:9][CH2:10][CH2:11][CH:12]1[CH2:13][CH2:14][CH2:15][CH2:16][CH2:17]1)[c:18]1[n:19][c:20]([CH2:23][O:24][S:25]([c:26]2[cH:27][cH:28][c:29]([CH3:30])[cH:31][cH:32]2)(=[O:33])=[O:34])[n:21][o:22]1)=[O:35].[CH2:37]1[O:38][CH2:39][CH2:40][CH2:41]1.[CH3:42][CH2:43][O:44][C:45]([CH3:46])=[O:47].[NH3:36]>>[C:1]([CH3:2])([CH3:3])([CH3:4])[O:5][C:6]([CH2:7][CH:8]([CH2:9][CH2:10][CH2:11][CH:12]1[CH2:13][CH2:14][CH2:15][CH2:16][CH2:17]1)[c:18]1[n:19][c:20]([CH2:23][NH2:36])[n:21][o:22]1)=[O:35]. Reactants: Cl.N[C@@H]1C2=C(C3=C(N(C1=O)C)C=CC=C3)C=CC=C2 ((+)-(R)-7-amino-5-methyl-5H,7H-dibenzo[b,d]azepin-6-one hydrochloride), C([C@@H](O)C)(=O)O (L-(+)-lactic acid). Yields the product O[C@H](C(=O)N[C@@H]1C2=C(C3=C(N(C1=O)C)C=CC=C3)C=CC=C2)C ((+)-(S)-2-Hydroxy-N—((R)-5-methyl-6-oxo-6,7-dihydro-5H-dibenzo[b,d]azepin-7-yl)-propionamide). Reaction SMILES: Cl.[NH2:2][C@H:3]1[C:9](=[O:10])[N:8]([CH3:11])[C:7]2[CH:12]=[CH:13][CH:14]=[CH:15][C:6]=2[C:5]2[CH:16]=[CH:17][CH:18]=[CH:19][C:4]1=2.[C:20](O)(=[O:24])[C@H:21]([CH3:23])[OH:22]>>[OH:22][C@@H:21]([CH3:23])[C:20]([NH:2][C@H:3]1[C:9](=[O:10])[N:8]([CH3:11])[C:7]2[CH:12]=[CH:13][CH:14]=[CH:15][C:6]=2[C:5]2[CH:16]=[CH:17][CH:18]=[CH:19][C:4]1=2)=[O:24] |f:0.1|. Reported procedure: The title compound, MS: m/e=311.3 (M+H+), was prepared in analogy to example 1a) from (+)-(R)-7-amino-5-methyl-5H,7H-dibenzo[b,d]azepin-6-one hydrochloride and L-(+)-lactic acid. Reactants: Br (hydrogen bromide), C(#N)C(CC1C(CCC(C1)CC1=CC=C(C=C1)OC)=O)C (2-(2-Cyanopropyl)-4-(4-methoxybenzyl)cyclohexanone), C(C)(=O)O (acetic acid), C(C)(=O)O (acetic acid). Run at time 2 hour. Product: COC1=CC=C(C=C1)CC1CC=2CC(C(NC2CC1)=O)C (3,4,5,6,7,8-Hexahydro-6-((4-methoxyphenyl)methyl)-3-methylquinolin-2[1H]-one). RXN SMILES: [C:1]([CH:3]([CH3:21])[CH2:4][CH:5]1[CH2:10][CH:9]([CH2:11][C:12]2[CH:17]=[CH:16][C:15]([O:18][CH3:19])=[CH:14][CH:13]=2)[CH2:8][CH2:7][C:6]1=O)#[N:2].Br.C(O)(=[O:25])C>>[CH3:19][O:18][C:15]1[CH:16]=[CH:17][C:12]([CH2:11][CH:9]2[CH2:8][CH2:7][C:6]3[NH:2][C:1](=[O:25])[CH:3]([CH3:21])[CH2:4][C:5]=3[CH2:10]2)=[CH:13][CH:14]=1. Procedure: 2-(2-Cyanopropyl)-4-(4-methoxybenzyl)cyclohexanone (1.5 g) was added to glacial acetic acid (20 ml) containing 45% w/v hydrogen bromide in acetic acid (5 ml) and the mixture was left to stir for 21/2 hours. The solvent was removed under reduced pressure, the residue was suspended in water and filtered to give the title compound on recrystallisation (0.5 g) mp 182°-184° C.